Dataset: the Open Reaction Database (ORD), a public repository of structured organic reaction records. Task: describe an organic reaction: reactants, conditions, products, and yield Starting materials: Brc1ccc2[nH]ccc2c1, CCOC(C)=O, [H-], CC(C)CI, [Na+], CN(C)C=O, O. The product is CC(C)Cn1ccc2cc(Br)ccc21. RXN SMILES: [Br:1][c:2]1[cH:3][c:4]2[cH:5][cH:6][nH:7][c:8]2[cH:9][cH:10]1.[CH3:24][CH2:25][O:26][C:27]([CH3:28])=[O:29].[H-:12].[I:13][CH2:14][CH:15]([CH3:16])[CH3:17].[Na+:11].[O:19]=[CH:20][N:21]([CH3:22])[CH3:23].[OH2:18]>>[Br:1][c:2]1[cH:3][c:4]2[cH:5][cH:6][n:7]([CH2:14][CH:15]([CH3:16])[CH3:17])[c:8]2[cH:9][cH:10]1. Starting materials: COC(=O)c1cccc(COc2ccc(C#N)cc2)c1, CO, Cl, [Li+], C1CCOC1, [OH-], O, O. Product: N#Cc1ccc(OCc2cccc(C(=O)O)c2)cc1. As a reaction SMILES: [C:1](#[N:2])[c:3]1[cH:4][cH:5][c:6]([O:7][CH2:8][c:9]2[cH:10][c:11]([C:12](=[O:13])[O:14][CH3:15])[cH:16][cH:17][cH:18]2)[cH:19][cH:20]1.[CH3:31][OH:32].[ClH:29].[Li+:23].[O:24]1[CH2:25][CH2:26][CH2:27][CH2:28]1.[OH-:22].[OH2:21].[OH2:30]>>[C:1](#[N:2])[c:3]1[cH:4][cH:5][c:6]([O:7][CH2:8][c:9]2[cH:10][c:11]([C:12](=[O:13])[OH:14])[cH:16][cH:17][cH:18]2)[cH:19][cH:20]1.